From a dataset of the Open Reaction Database (ORD), a public repository of structured organic reaction records. describe an organic reaction: reactants, conditions, products, and yield Starting materials: COC(=O)CCCc1ccc(F)cc1NC(C)=O, CO, Cl. Product: CC(=O)Nc1cc(F)cc2c1CCCC2=O. RXN SMILES: [C:1]([CH3:2])(=[O:3])[NH:4][c:5]1[c:6]([CH2:12][CH2:13][CH2:14][C:15]([O:17][CH3:16])=[O:18])[cH:7][cH:8][c:9]([F:11])[cH:10]1.[CH3:20][OH:21].[ClH:19]>>[C:1]([CH3:2])(=[O:3])[NH:4][c:5]1[c:6]2[c:7]([cH:8][c:9]([F:11])[cH:10]1)[C:15](=[O:17])[CH2:14][CH2:13][CH2:12]2.